Task: describe an organic reaction: reactants, conditions, products, and yield. Dataset: the Open Reaction Database (ORD), a public repository of structured organic reaction records Reactants: ClC1=NC=CC(=C1)C1=NC=CC=C1 (2'-chloro-2,4'-bipyridine), NN (hydrazine), NN (hydrazine). The solvent is N1=CC=CC=C1 (pyridine). Product: N(N)C1=NC=CC(=C1)C1=NC=CC=C1 (2'-hydrazino-2,4'-bipyridine). Reaction SMILES: Cl[C:2]1[CH:7]=[C:6]([C:8]2[CH:13]=[CH:12][CH:11]=[CH:10][N:9]=2)[CH:5]=[CH:4][N:3]=1.[NH2:14][NH2:15]>N1C=CC=CC=1>[NH:14]([C:2]1[CH:7]=[C:6]([C:8]2[CH:13]=[CH:12][CH:11]=[CH:10][N:9]=2)[CH:5]=[CH:4][N:3]=1)[NH2:15]. Procedure: A mixture of 5.0 g of 2'-chloro-2,4'-bipyridine, 5 ml of anhydrous hydrazine and 100 ml of pyridine was refluxed. Additional 5 ml portions of anhydrous hydrazine were added after 18, 36 and 54 hours of refluxing. The solution was then refluxed for an additional 48 hours and the solvent removed under vacuum. The solid was dissolved in methylene chloride, treated with activated carbon, filtered and the filtrate concentrated to dryness. The residue was triturated with hexane, giving crystals which ...